From a dataset of the Open Reaction Database (ORD), a public repository of structured organic reaction records. describe an organic reaction: reactants, conditions, products, and yield The reactants are N1CCCC1 (pyrrolidine), C(#N)C=1C=C2C(=CC=NC2=CC1OCC1OC1)OC1=CC(=C(C=C1)NC(=O)NC=1SC=CN1)F (N-[4-(6-cyano-7-oxiranylmethoxy-quinolin-4-yloxy)-2-fluorophenyl]-N′-(thiazol-2-yl)urea). Solvent: O1CCCC1 (tetrahydrofuran). Conditions: temperature 50 celsius. The product is C(#N)C=1C=C2C(=CC=NC2=CC1OCC(CN1CCCC1)O)OC1=CC(=C(C=C1)NC(=O)NC=1SC=CN1)F (N-{4-[6-Cyano-7-(2-hydroxy-3-(pyrrolidin-1-yl)propoxy)quinolin-4-yloxy]-2-fluorophenyl}-N′-(thiazol-2-yl)urea). As a reaction SMILES: [NH:1]1[CH2:5][CH2:4][CH2:3][CH2:2]1.[C:6]([C:8]1[CH:9]=[C:10]2[C:15](=[CH:16][C:17]=1[O:18][CH2:19][CH:20]1[CH2:22][O:21]1)[N:14]=[CH:13][CH:12]=[C:11]2[O:23][C:24]1[CH:29]=[CH:28][C:27]([NH:30][C:31]([NH:33][C:34]2[S:35][CH:36]=[CH:37][N:38]=2)=[O:32])=[C:26]([F:39])[CH:25]=1)#[N:7]>O1CCCC1>[C:6]([C:8]1[CH:9]=[C:10]2[C:15](=[CH:16][C:17]=1[O:18][CH2:19][CH:20]([OH:21])[CH2:22][N:1]1[CH2:5][CH2:4][CH2:3][CH2:2]1)[N:14]=[CH:13][CH:12]=[C:11]2[O:23][C:24]1[CH:29]=[CH:28][C:27]([NH:30][C:31]([NH:33][C:34]2[S:35][CH:36]=[CH:37][N:38]=2)=[O:32])=[C:26]([F:39])[CH:25]=1)#[N:7]. Procedure details: After adding tetrahydrofuran (1 ml) and pyrrolidine (0.1 ml) to N-[4-(6-cyano-7-oxiranylmethoxy-quinolin-4-yloxy)-2-fluorophenyl]-N′-(thiazol-2-yl)urea (120 mg), the mixture was heated at 50° C. for 40 minutes. The reaction solution was purified by NH silica gel column chromatography (ethyl acetate-methanol system) to obtain the title compound (70 mg) as light yellow crystals. The reactants are C(=O)C1=C(OCCCC(C(=O)OCC)C)C=CC=C1O ((±)-ethyl 5-(2-formyl-3-hydroxyphenoxy)-2-methylpentanoate), C(=O)C1=C(OCCCC(C(=O)OCC)C)C=CC=C1OC ((±)-ethyl 5-(2-formyl-3-methoxyphenoxy)-2-methylpentanoate), [I-].[Mg+2].[I-] (magnesium iodide), Cl (hydrochloric acid). Run in O1CCCC1 (tetrahydrofuran), CCOCC (ether). Yields the product C(=O)C1=C(OCCCC(C(=O)O)C)C=CC=C1O ((±)-5-(2-formyl-3-hydroxyphenoxy)-2-methylpentanoic acid), benzene petrol. Reaction SMILES: [CH:1]([C:3]1[C:19]([O:20]C)=[CH:18][CH:17]=[CH:16][C:4]=1[O:5][CH2:6][CH2:7][CH2:8][CH:9]([CH3:15])[C:10]([O:12]CC)=[O:11])=[O:2].[I-].[Mg+2].[I-].C(C1C(O)=CC=CC=1OCCCC(C)C(OCC)=O)=O.Cl>O1CCCC1.CCOCC>[CH:1]([C:3]1[C:19]([OH:20])=[CH:18][CH:17]=[CH:16][C:4]=1[O:5][CH2:6][CH2:7][CH2:8][CH:9]([CH3:15])[C:10]([OH:12])=[O:11])=[O:2] |f:1.2.3|. Reported procedure: To a stirred solution of (±)-ethyl 5-(2-formyl-3-methoxyphenoxy)-2-methylpentanoate (5.3 g, 0.018 M) in dry tetrahydrofuran (50 ml) was added dropwise a solution of magnesium iodide (7.44 g, 0.027 M) in dry ether (100 ml). The mixture was then stirred under reflux (51/2 hr). The cooled mixture, containing (±)-ethyl 5-(2-formyl-3-hydroxyphenoxy)-2-methylpentanoate, was poured into 10% hydrochloric acid (50 ml), the organic layer was separated and the aqueous phase extracted with ethyl acetate. Th...